This data is from the Open Reaction Database (ORD), a public repository of structured organic reaction records. The task is: describe an organic reaction: reactants, conditions, products, and yield Starting materials: ClCCl, Cc1ccc2c(N3CCC(NC(=O)OC(C)(C)C)CC3)nc(-c3c(O)cccc3F)nc2c1, O=C(O)C(F)(F)F. The product is Cc1ccc2c(N3CCC(N)CC3)nc(-c3c(O)cccc3F)nc2c1. As a reaction SMILES: [Cl:41][CH2:42][Cl:43].[F:1][c:2]1[c:3](-[c:9]2[n:10][c:11]3[cH:12][c:13]([CH3:33])[cH:14][cH:15][c:16]3[c:17]([N:19]3[CH2:20][CH2:21][CH:22]([NH:25][C:26](=[O:27])[O:28][C:29]([CH3:30])([CH3:31])[CH3:32])[CH2:23][CH2:24]3)[n:18]2)[c:4]([OH:8])[cH:5][cH:6][cH:7]1.[F:34][C:35]([F:36])([F:37])[C:38]([OH:39])=[O:40]>>[F:1][c:2]1[c:3](-[c:9]2[n:10][c:11]3[cH:12][c:13]([CH3:33])[cH:14][cH:15][c:16]3[c:17]([N:19]3[CH2:20][CH2:21][CH:22]([NH2:25])[CH2:23][CH2:24]3)[n:18]2)[c:4]([OH:8])[cH:5][cH:6][cH:7]1. Starting materials: [OH-].[Na+] (sodium hydroxide), CC1=CC(=NO1)OC(C(=O)OCC)C(=O)OCC (diethyl 2-(5-methyl-3-isoxazolyloxy)malonate), [H-].[Al+3].[Li+].[H-].[H-].[H-] (lithium aluminum hydride). RXN SMILES: [CH3:1][C:2]1[O:6][N:5]=[C:4]([O:7][CH:8]([C:14](OCC)=[O:15])[C:9](OCC)=[O:10])[CH:3]=1.[H-].[Al+3].[Li+].[H-].[H-].[H-].[OH-].[Na+]>O1CCCC1>[CH3:1][C:2]1[O:6][N:5]=[C:4]([O:7][CH:8]([CH2:14][OH:15])[CH2:9][OH:10])[CH:3]=1 |f:1.2.3.4.5.6,7.8|. Yields the product CC1=CC(=NO1)OC(CO)CO (2-O-(5-Methyl-3-isoxazolyl)glycerol). Reaction conditions: time 40 hour. Procedure: A solution of 23.72 g of diethyl 2-(5-methyl-3-isoxazolyloxy)malonate (prepared as described in Preparation 19) in 120 ml of tetrahydrofuran was added dropwise to a suspension of 14.00 g of lithium aluminum hydride in 140 ml of tetrahydrofuran over a period of 30 minutes, whilst ice-cooling. The mixture was stirred at room temperature for 40 hours, after which 56 ml of a 4% w/v aqueous solution of sodium hydroxide was added dropwise to it over a period of 30 minutes, whilst ice-cooling. An insol... The yield is 70.5%. The solvent is O1CCCC1 (tetrahydrofuran), O1CCCC1 (tetrahydrofuran).